This data is from the Open Reaction Database (ORD), a public repository of structured organic reaction records. The task is: describe an organic reaction: reactants, conditions, products, and yield Reactants: ClCCl, Cc1ccc(C=CC(=O)O)cc1, O=S(Cl)Cl. Yields the product Cc1ccc(C=CC(=O)O)cc1, [Cl-]. As a reaction SMILES: [CH2:17]([Cl:18])[Cl:19].[CH3:1][c:2]1[cH:3][cH:4][c:5]([CH:6]=[CH:7][C:8](=[O:9])[OH:10])[cH:11][cH:12]1.[S:13]([Cl:14])([Cl:15])=[O:16]>>[CH3:1][c:2]1[cH:3][cH:4][c:5]([CH:6]=[CH:7][C:8](=[O:9])[OH:10])[cH:11][cH:12]1.[Cl-:15]. The reactants are N1=C(C=CC=C1)C (α-picoline), P(=O)(Cl)(Cl)Cl (phosphorus oxychloride), C(C)(C)(C)OC (methyl tert-butyl ether), S(=O)(=O)=O (sulfur trioxide), solution. Solvent: ClCCCl (1,2-dichloroethane), ClCCCl (1,2-dichloroethane). Conditions: temperature 25 celsius, time 15 minute. The product is C(C)(C)N(S(=O)(=O)Cl)CCC (N-Isopropyl-N-(n-propyl)sulfamoyl chloride). As a reaction SMILES: [S:1](=[O:4])(=O)=[O:2].[N:5]1[CH:10]=[CH:9][CH:8]=[CH:7][C:6]=1[CH3:11].P(Cl)(Cl)([Cl:14])=O.C(OC)(C)(C)C>ClCCCl>[CH:6]([N:5]([CH2:10][CH2:9][CH3:8])[S:1]([Cl:14])(=[O:4])=[O:2])([CH3:11])[CH3:7]. Reported procedure: 52.6 g (0.356 mol) of sulfur trioxide as a 60% solution in 1,2-dichloroethane were added with stirring at from 0 to 5° C. within 25 min to a solution of 60.75 g (0.652 mol) of α-picoline in 400 ml of 1,2-dichloroethane, followed by washing with 80 ml of 1,2-dichloroethane and stirring for 15 min until the temperature rose to 22° C. 30 g (0.296 mol). of N-isopropyl-N-(n-propyl)amine were then added within 20 min with stirring and external cooling at from 20 to 30° C., followed by washing with 80 ... Starting materials: [Br-], C1CCOC1, CC[Mg+], C#CCCCCCC, [Cl-], ClCC#CCCl, Cl[Cu], [NH4+]. Product: CCCCCCC#CCC#CCCl. RXN SMILES: [Br-:1].[CH2:21]1[O:22][CH2:23][CH2:24][CH2:25]1.[CH2:2]([Mg+:3])[CH3:4].[CH:5]#[C:6][CH2:7][CH2:8][CH2:9][CH2:10][CH2:11][CH3:12].[Cl-:19].[Cl:13][CH2:14][C:15]#[C:16][CH2:17][Cl:18].[Cl:26][Cu:27].[NH4+:20]>>[C:5](#[C:6][CH2:7][CH2:8][CH2:9][CH2:10][CH2:11][CH3:12])[CH2:17][C:16]#[C:15][CH2:14][Cl:13].